This data is from the Open Reaction Database (ORD), a public repository of structured organic reaction records. The task is: describe an organic reaction: reactants, conditions, products, and yield The reactants are O=C([O-])[O-], CN(C)C=O, CCO, COc1cc2nccc(Oc3ccc(C)nc3I)c2cc1OC, [K+], [K+], O, OB(O)c1cccnc1. Product: COc1cc2nccc(Oc3ccc(C)nc3-c3cccnc3)c2cc1OC. RXN SMILES: [C:6](=[O:7])([O-:8])[O-:9].[CH3:1][N:2]([CH3:3])[CH:4]=[O:5].[CH3:45][CH2:46][OH:47].[I:12][c:13]1[n:14][c:15]([CH3:34])[cH:16][cH:17][c:18]1[O:19][c:20]1[cH:21][cH:22][n:23][c:24]2[cH:25][c:26]([O:32][CH3:33])[c:27]([O:30][CH3:31])[cH:28][c:29]12.[K+:10].[K+:11].[OH2:44].[n:35]1[cH:36][c:37]([B:41]([OH:42])[OH:43])[cH:38][cH:39][cH:40]1>>[c:13]1(-[c:37]2[cH:36][n:35][cH:40][cH:39][cH:38]2)[n:14][c:15]([CH3:34])[cH:16][cH:17][c:18]1[O:19][c:20]1[cH:21][cH:22][n:23][c:24]2[cH:25][c:26]([O:32][CH3:33])[c:27]([O:30][CH3:31])[cH:28][c:29]12. Starting materials: COC(=O)Nc1nc2c(OC)ccc(C3COCCO3)c2s1, [Na+], C1COCCO1, [OH-], OCCO. The product is COc1ccc(C2COCCO2)c2sc(N)nc12. As a reaction SMILES: [CH3:1][O:2][C:3]([NH:4][c:5]1[s:6][c:7]2[c:8]([n:9]1)[c:10]([O:20][CH3:21])[cH:11][cH:12][c:13]2[CH:14]1[O:15][CH2:16][CH2:17][O:18][CH2:19]1)=[O:22].[Na+:24].[O:25]1[CH2:26][CH2:27][O:28][CH2:29][CH2:30]1.[OH-:23].[OH:31][CH2:32][CH2:33][OH:34]>>[NH2:4][c:5]1[s:6][c:7]2[c:8]([n:9]1)[c:10]([O:20][CH3:21])[cH:11][cH:12][c:13]2[CH:14]1[O:15][CH2:16][CH2:17][O:18][CH2:19]1. The reactants are S1C=C(C2=C1C=CC=C2)S(=O)(=O)N (benzothiophene-3-sulfonamide), C(=O)(Cl)Cl (phosgene), [N-]=C=O (isocyanate), C(CCC)N=C=O (butyl isocyanate), N12CCN(CC1)CC2 (1,4-diazabicyclo[2,2,2]octane). The solvent is C=1(C(=CC=CC1)C)C (xylene). Reaction conditions: time 2 hour. Yields the product S1C=C(C2=C1C=CC=C2)S(=O)(=O)N=C=O (Benzothiophene-3-sulfonyl isocyanate). As a reaction SMILES: [S:1]1[C:5]2[CH:6]=[CH:7][CH:8]=[CH:9][C:4]=2[C:3]([S:10]([NH2:13])(=[O:12])=[O:11])=[CH:2]1.C(N=[C:19]=[O:20])CCC.N12CCN(CC1)CC2.C(Cl)(Cl)=O.[N-]=C=O>C1(C)C(C)=CC=CC=1>[S:1]1[C:5]2[CH:6]=[CH:7][CH:8]=[CH:9][C:4]=2[C:3]([S:10]([N:13]=[C:19]=[O:20])(=[O:12])=[O:11])=[CH:2]1. Reported procedure: Ten grams of benzothiophene-3-sulfonamide, 100 ml of xylene, 3 g. of butyl isocyanate and 0.1-0.3 g. of 1,4-diazabicyclo[2,2,2]octane in admixture were heated to reflux for one half hour after which phosgene was passed into the mixture for two hours at 125°. The reaction mixture was cooled, filtered and concentrated in vacuo to yield an oil (12 g.). Infrared analysis of this oil showed an absorption peak at 2250 cm-1 consistent for the desired isocyanate. Reactants: CC(C)(C)OC(=O)N1CCC(NC(=O)OCc2ccccc2)CC1, CO, Cl, [Na+], [OH-]. Yields the product O=C(NC1CCNCC1)OCc1ccccc1. RXN SMILES: [CH2:1]([c:2]1[cH:3][cH:4][cH:5][cH:6][cH:7]1)[O:8][C:9](=[O:10])[NH:11][CH:12]1[CH2:13][CH2:14][N:15]([C:18]([O:19][C:20]([CH3:21])([CH3:22])[CH3:23])=[O:24])[CH2:16][CH2:17]1.[CH3:28][OH:29].[ClH:25].[Na+:27].[OH-:26]>>[CH2:1]([c:2]1[cH:3][cH:4][cH:5][cH:6][cH:7]1)[O:8][C:9](=[O:10])[NH:11][CH:12]1[CH2:13][CH2:14][NH:15][CH2:16][CH2:17]1. Reactants: O=C(Nc1cc(Br)cc2[nH]ncc12)c1ccccn1, CC(=O)Nc1ccc(B(O)O)cc1, C1COCCO1, [Na+], [Na+], O=C([O-])[O-], O. Yields the product CC(=O)Nc1ccc(-c2cc(NC(=O)c3ccccn3)c3cn[nH]c3c2)cc1. RXN SMILES: [Br:1][c:2]1[cH:3][c:4]([NH:11][C:12](=[O:13])[c:14]2[n:15][cH:16][cH:17][cH:18][cH:19]2)[c:5]2[cH:6][n:7][nH:8][c:9]2[cH:10]1.[C:20]([CH3:21])(=[O:22])[NH:23][c:24]1[cH:25][cH:26][c:27]([B:30]([OH:31])[OH:32])[cH:28][cH:29]1.[CH2:39]1[O:40][CH2:41][CH2:42][O:43][CH2:44]1.[Na+:33].[Na+:34].[O-:35][C:36](=[O:37])[O-:38].[OH2:45]>>[c:2]1(-[c:27]2[cH:26][cH:25][c:24]([NH:23][C:20]([CH3:21])=[O:22])[cH:29][cH:28]2)[cH:3][c:4]([NH:11][C:12](=[O:13])[c:14]2[n:15][cH:16][cH:17][cH:18][cH:19]2)[c:5]2[cH:6][n:7][nH:8][c:9]2[cH:10]1.